From a dataset of the Open Reaction Database (ORD), a public repository of structured organic reaction records. describe an organic reaction: reactants, conditions, products, and yield As a reaction SMILES: [Cl-].[Cl:2][C:3]1[C:4]([CH3:32])=[C:5]([C:26]([CH3:31])=[C:27]([Cl:30])[C:28]=1[CH3:29])[CH2:6][P+](C1C=CC=CC=1)(C1C=CC=CC=1)C1C=CC=CC=1.[CH2:33]([O:35][C:36](=[O:47])[CH:37]=[C:38]([CH3:46])[CH:39]=[CH:40][CH:41]=[C:42]([CH:44]=O)[CH3:43])[CH3:34]>>[CH2:33]([O:35][C:36](=[O:47])[CH:37]=[C:38]([CH3:46])[CH:39]=[CH:40][CH:41]=[C:42]([CH3:44])[CH:43]=[CH:6][C:5]1[C:26]([CH3:31])=[C:27]([Cl:30])[C:28]([CH3:29])=[C:3]([Cl:2])[C:4]=1[CH3:32])[CH3:34] |f:0.1|. Yields the product C(C)OC(C=C(C=CC=C(C=CC1=C(C(=C(C(=C1C)Cl)C)Cl)C)C)C)=O (9-(3,5-dichloro-2,4,6-trimethyl-phenyl)-3,7-dimethyl-nona-2,4,6,8-tetraen-1-oic acid ethyl ester). Procedure: 3,5-dichloro-2,4,6-trimethyl-benzyl-triphenyl-phosphonium chloride is condensed with 7-formyl-3-methyl-octa-2,4,6-trien-1-oic acid ethyl ester to form 9-(3,5-dichloro-2,4,6-trimethyl-phenyl)-3,7-dimethyl-nona-2,4,6,8-tetraen-1-oic acid ethyl ester which is converted by the procedure of Example 7 to 9-(3,5-dichloro-2,4,6-trimethyl-phenyl)-3,7-dimethyl-nona-2,4,6,8-tetraen-1-oic acid, m.p: 220°-222° C. Reactants: [Cl-].ClC=1C(=C(C[P+](C2=CC=CC=C2)(C2=CC=CC=C2)C2=CC=CC=C2)C(=C(C1C)Cl)C)C (3,5-dichloro-2,4,6-trimethyl-benzyl-triphenyl-phosphonium chloride), C(C)OC(C=C(C=CC=C(C)C=O)C)=O (7-formyl-3-methyl-octa-2,4,6-trien-1-oic acid ethyl ester). Starting materials: ClC1=CC=CC=C1 (Chlorobenzene), C(C)OC=1C=CC(=C(C1)NC(C=CC1=CC=CC=C1)=O)C (N-(5-ethoxy-2-methylphenyl)cinnamamide), ice water, [Cl-].[Al+3].[Cl-].[Cl-] (aluminum chloride). Solvent: CCCCCC (n-hexane). Run at time 30 minute. Product: OC1=C2C=CC(NC2=C(C=C1)C)=O (5-hydroxy-8-methylcarbostyril). Isolated yield 92.6%. Reaction SMILES: ClC1C=CC=CC=1.C([O:10][C:11]1[CH:12]=[CH:13][C:14]([CH3:28])=[C:15]([NH:17][C:18](=[O:27])[CH:19]=[CH:20]C2C=CC=CC=2)[CH:16]=1)C.[Cl-].[Al+3].[Cl-].[Cl-]>CCCCCC>[OH:10][C:11]1[CH:12]=[CH:13][C:14]([CH3:28])=[C:15]2[C:16]=1[CH:20]=[CH:19][C:18](=[O:27])[NH:17]2 |f:2.3.4.5|. Procedure: Chlorobenzene (28.6 ml) was added to N-(5-ethoxy-2-methylphenyl)cinnamamide (3.9 g, 14.8 mmol). While stirring the mixture in a hot bath (125° C.), aluminum chloride (9.2 g, 69.0 mmol) was added to the mixture, followed by stirring for 30 minutes. After the mixture was cooled, it was poured into ice-water, to which n-hexane was added. Precipitated crystals were collected. The crystals were dissolved in chloroform-methanol (4:1). The solution was dried and condensed. The resultant residue was was... Starting materials: C([O-])(O)=O.[Na+] (sodium bicarbonate), ice, N[C@H]1[C@@H]2N(C(=C(CS2)C)C(=O)O)C1=O (7β-amino-3-methylceph-3-em-4-carboxylic acid), S(O)(O)(=O)=O (sulphuric acid), CC(C)=C (isobutylene). Run in C(C)(=O)OCC (ethyl acetate), O1CCOCC1 (dioxan). Product: N[C@H]1[C@@H]2N(C(=C(CS2)C)C(=O)OC(C)(C)C)C1=O (t-Butyl 7β-Amino-3-methylceph-3-em-4-carboxylate). As a reaction SMILES: [NH2:1][C@@H:2]1[C:13](=[O:14])[N:4]2[C:5]([C:10]([OH:12])=[O:11])=[C:6]([CH3:9])[CH2:7][S:8][C@H:3]12.S(=O)(=O)(O)O.[CH3:20][C:21](=[CH2:23])[CH3:22].C(=O)(O)[O-].[Na+]>C(OCC)(=O)C.O1CCOCC1>[NH2:1][C@@H:2]1[C:13](=[O:14])[N:4]2[C:5]([C:10]([O:12][C:21]([CH3:23])([CH3:22])[CH3:20])=[O:11])=[C:6]([CH3:9])[CH2:7][S:8][C@H:3]12 |f:3.4|. Procedure: A mixture of 7β-amino-3-methylceph-3-em-4-carboxylic acid (16.09 g., 75.2 m.moles), dioxan (100 ml.), sulphuric acid (10 ml.) and isobutylene (90 ml.) was shaken in a pressure bottle until a clear solution resulted (21/2 hours). The solution was cooled and poured into a mixture of aqueous sodium bicarbonate (600 ml.), ice (100 g.), and ethyl acetate (150 ml.). The aqueous layer was twice more extracted with ethyl acetate and the extracts were washed with brine and dried. Evaporation left a gum w... Starting materials: IC1=CC=C(N)C=C1 (4-iodoaniline), N1(CCNCC1)C(=O)OC(C)(C)C (tert-butyl piperazinecarboxylate), CC(=O)OC[C@@H]([C@H]1CC[C@@]2([C@@]1(CCC3=C2CC[C@@H]4[C@@]3(CC[C@@H](C4(C)C)O)C)C)C)[C@@H](C[C@H](C(C)(C)O)OC(=O)C)O (ST-1). Yields the product C(C)(C)(C)OC(=O)N1CCN(CC1)C1=CC=C(C=C1)N (4-(4-Amino-phenyl)-piperazine-1-carboxylic acid tert-butyl ester). As a reaction SMILES: I[C:2]1[CH:8]=[CH:7][C:5]([NH2:6])=[CH:4][CH:3]=1.[N:9]1([C:15]([O:17][C:18]([CH3:21])([CH3:20])[CH3:19])=[O:16])[CH2:14][CH2:13][NH:12][CH2:11][CH2:10]1.CC(OC[C@H]([C@H](O)C[C@@H](OC(C)=O)C(O)(C)C)[C@@H]1[C@@]2(C)CCC3[C@@]4(C)CC[C@H](O)C(C)(C)[C@@H]4CCC=3[C@]2(C)CC1)=O>>[C:18]([O:17][C:15]([N:9]1[CH2:14][CH2:13][N:12]([C:2]2[CH:8]=[CH:7][C:5]([NH2:6])=[CH:4][CH:3]=2)[CH2:11][CH2:10]1)=[O:16])([CH3:21])([CH3:19])[CH3:20]. Procedure details: The title compound was prepared from 4-iodoaniline and tert-butyl piperazinecarboxylate following the procedure described in Example ST-1. MS (ES+): m/z=278.2.